This data is from the Open Reaction Database (ORD), a public repository of structured organic reaction records. The task is: describe an organic reaction: reactants, conditions, products, and yield Reactants: C(C)(=O)O[BH-](OC(C)=O)OC(C)=O.[Na+] (sodium triacetoxyborohydride), COC=1C=CC2=C(C1)OC(C=1CNCCC12)=O (8-methoxy-1,2,3,4-tetrahydro-chromeno[3,4-c]pyridin-5-one), N1=CC=C(C2=CC=CC=C12)C=O (4-quinolinecarboxaldehyde), C(C)(=O)O (acetic acid), [OH-].[NH4+] (ammonium hydroxide). Solvent: ClCCCl (1,2-dichloroethane), O (Water). Reaction conditions: time 24 hour. Product: COC=1C=CC2=C(C1)OC(C=1CN(CCC12)CC1=CC=NC2=CC=CC=C12)=O (8-Methoxy-3-quinolin-4-ylmethyl-1,2,3,4-tetrahydro-chromeno[3,4-c]pyridin-5-one). Yield: 43.7%. As a reaction SMILES: [CH3:1][O:2][C:3]1[CH:4]=[CH:5][C:6]2[C:16]3[CH2:15][CH2:14][NH:13][CH2:12][C:11]=3[C:10](=[O:17])[O:9][C:7]=2[CH:8]=1.[N:18]1[C:27]2[C:22](=[CH:23][CH:24]=[CH:25][CH:26]=2)[C:21]([CH:28]=O)=[CH:20][CH:19]=1.C(O)(=O)C.C(O[BH-](OC(=O)C)OC(=O)C)(=O)C.[Na+].[OH-].[NH4+]>ClCCCl.O>[CH3:1][O:2][C:3]1[CH:4]=[CH:5][C:6]2[C:16]3[CH2:15][CH2:14][N:13]([CH2:28][C:21]4[C:22]5[C:27](=[CH:26][CH:25]=[CH:24][CH:23]=5)[N:18]=[CH:19][CH:20]=4)[CH2:12][C:11]=3[C:10](=[O:17])[O:9][C:7]=2[CH:8]=1 |f:3.4,5.6|. Procedure details: A mixture of 8-methoxy-1,2,3,4-tetrahydro-chromeno[3,4-c]pyridin-5-one (1.0 g, 4.3 mmol), 4-quinolinecarboxaldehyde (0.68 g, 4.3 mmol), and glacial acetic acid (1.75 mL, 30.6 mmol) in 20 mL of 1,2-dichloroethane is treated in small portions with sodium triacetoxyborohydride (1.3 g, 6.1 mmol). The mixture is stirred at room temperature for 24 hours. Water (100 mL) is slowly added, followed by concentrated ammonium hydroxide until slight basicity. The mixture is extracted with dichloromethane, and... Reactants: O (water), [Cl-].[NH4+] (ammonium chloride), O=C(CC[C@H]1[C@H](CN(CC1)C(=O)OC(C)(C)C)C=C)C1=CC=NC2=CC=C(C=C12)OC ((3R,4R)-4-[3-oxo-3-(6-methoxyquinolin-4-yl)propyl]-1-(tert-butyloxycarbonyl)-3-vinylpiperidine), B(=O)O[O-].[Na+] (sodium perborate). Run in C1(=CC=CC=C1)C (toluene), O1CCCC1 (tetrahydrofuran). Conditions: temperature 110 celsius, time 4 hour. Yields the product OCC[C@H]1CN(CC[C@H]1CCC(C1=CC=NC2=CC=C(C=C12)OC)O)C(=O)OC(C)(C)C ((3R,4R)-3-(2-hydroxyethyl)-4-[3-(R,S)-hydroxy-3-(6-methoxyquinolin-4-yl)propyl]-1-(tert-butyloxycarbonyl)piperidine). Isolated yield 36.3%. Reaction SMILES: [O:1]=[C:2]([C:20]1[C:29]2[C:24](=[CH:25][CH:26]=[C:27]([O:30][CH3:31])[CH:28]=2)[N:23]=[CH:22][CH:21]=1)[CH2:3][CH2:4][C@@H:5]1[CH2:10][CH2:9][N:8]([C:11]([O:13][C:14]([CH3:17])([CH3:16])[CH3:15])=[O:12])[CH2:7][C@@H:6]1[CH:18]=[CH2:19].O.B(O[O-])=[O:34].[Na+].[Cl-].[NH4+]>C1(C)C=CC=CC=1.O1CCCC1>[OH:34][CH2:19][CH2:18][C@@H:6]1[C@H:5]([CH2:4][CH2:3][CH:2]([OH:1])[C:20]2[C:29]3[C:24](=[CH:25][CH:26]=[C:27]([O:30][CH3:31])[CH:28]=3)[N:23]=[CH:22][CH:21]=2)[CH2:10][CH2:9][N:8]([C:11]([O:13][C:14]([CH3:17])([CH3:16])[CH3:15])=[O:12])[CH2:7]1 |f:2.3,4.5|. Reported procedure: 33.4 cm3 of triethylamineborane complex were added with stirring, at a temperature in the region of 20° C., to a solution of 52.6 g of (3R,4R)-4-[3-oxo-3-(6-methoxyquinolin-4-yl)propyl]-1-(tert-butyloxycarbonyl)-3-vinylpiperidine in 500 cm3 of toluene and then the mixture was heated for 18 hours at a temperature in the region of 110° C. After having concentrated the reaction mixture under reduced pressure (5 kPa) at a temperature in the region of 45° C., the residue obtained was taken up in 500 ... The reactants are COCCOC1=CC=CC=C1S(=O)(N)=O, OB(O)C1=CC=C(OC)C=C1. Reagents/catalysts: [F-].[Cs+], CC(=O)[O-].CC(=O)[O-].[Cu+2]. Run in ClCCCl, ClCCCl. Run at temperature 60 celsius, time 18 hour. Yields the product COCCOC1=CC=CC=C1S(=O)(NC2=CC=C(OC)C=C2)=O, COCCOC1=CC=CC=C1S(=O)(N(C2=CC=C(OC)C=C2)C3=CC=C(C=C3)OC)=O. The yield is 1.6%. Reported procedure: Reactions were run in 8 x 30 mm glass vial inserts in 96 well-plate Para-dox Aluminum Reaction Blocks. The reaction components were dosed according to the design shown in Figure S2 and Figure S3. First, the catalysts (2 umol per vial) and solid bases (20 umol per vial) were added by dosing 50 uL each of a stock solution in 1,2-dichloroethane (40 mM for catalysts, 0.4 M for bases) via single-channel pipette. The 1,2-dichloroethane was then removed via centrifugal evaporation using a Genevac EZ-2 ... Reactants: IC1=NC(=CN=C1)I (2,6-Diiodopyrazine), [Na] (sodium), C(C)O (ethanol). Product: IC1=NC(=CN=C1)OCC (2-iodo-6-ethoxy pyrazine). RXN SMILES: I[C:2]1[CH:7]=[N:6][CH:5]=[C:4]([I:8])[N:3]=1.[Na].[CH2:10]([OH:12])[CH3:11]>>[I:8][C:4]1[CH:5]=[N:6][CH:7]=[C:2]([O:12][CH2:10][CH3:11])[N:3]=1 |^1:8|. Procedure: 2,6-Diiodopyrazine (12 g, 36.14 mmol) was added to a solution of sodium (0.83 g, 36.10 mmol) in ethanol (75 ml). The solution was refluxed for 1 h, the solvent removed under vacuum, water (40 ml) added and extracted into dichloromethane (4×200 ml). The solvent was removed under vacuum and the residue chromatographed through silica-gel using dichloromethane as eluant to give 2-iodo-6-ethoxy pyrazine (6.5 g). m.p. 36°-37° C.; δ (60 MHz, CDCl3) 1.30 (3H, t, J=7 Hz, Me); 4.35 (2H, q, J=7 Hz, CH2Me);... Reactants: [B-](F)(F)(F)F.[B-](F)(F)(F)F.C1C[N+]2(CC[N+]1(CC2)CCl)F (Selectfluor), CC=1C=CC=C2CCC(C12)=O (7-methyl-1-indanone). Solvent: CO (MeOH). Run at time 30 minute. The product is FC1C(C2=C(C=CC=C2C1)C)=O (2-Fluoro-7-methyl-2,3-dihydro-1H-inden-1-one). Reaction SMILES: [CH3:1][C:2]1[CH:3]=[CH:4][CH:5]=[C:6]2[C:10]=1[C:9](=[O:11])[CH2:8][CH2:7]2.[B-](F)(F)(F)[F:13].[B-](F)(F)(F)F.C1[N+]2(CCl)CC[N+](F)(CC2)C1>CO>[F:13][CH:8]1[CH2:7][C:6]2[C:10](=[C:2]([CH3:1])[CH:3]=[CH:4][CH:5]=2)[C:9]1=[O:11] |f:1.2.3|. Reported procedure: To a solution of 7-methyl-1-indanone (CAS No. 39627-61-7,513 mg, 3.51 mmol) in MeOH (18 mL) was added Selectfluor™ (1.49 g, 4.21 mmol) at room temperature. The reaction mixture was heated for 2 hours under reflux. After cooling to room temperature, the solvent was evaporated under reduced pressure. The residue was treated with DCM and the insoluble matter was filtered off. The filtrate was concentrated in vacuo. The residue was dissolved in MeCN (10 mL) and 5 N HCl (5 mL). The solution was stirr... Reactants: BrCCCC=1SC2=C(N1)C=C(C(=C2OC)OC)OC (2-(3-Bromopropyl)-5,6,7-trimethoxybenzothiazole), N1CCNCCC1 (homopiperazine). Yields the product COC=1C(=C(C2=C(N=C(S2)CCCN2CCN(CCC2)CCCC=2SC3=C(N2)C=C(C(=C3OC)OC)OC)C1)OC)OC (N,N′-bis[3-(5,6,7-trimethoxybenzothiazol-2-yl)propyl]homopiperazine). Reaction SMILES: Br[CH2:2][CH2:3][CH2:4][C:5]1[S:6][C:7]2[C:13]([O:14][CH3:15])=[C:12]([O:16][CH3:17])[C:11]([O:18][CH3:19])=[CH:10][C:8]=2[N:9]=1.[NH:20]1[CH2:26][CH2:25][CH2:24][NH:23][CH2:22][CH2:21]1>>[CH3:19][O:18][C:11]1[C:12]([O:16][CH3:17])=[C:13]([O:14][CH3:15])[C:7]2[S:6][C:5]([CH2:4][CH2:3][CH2:2][N:20]3[CH2:26][CH2:25][CH2:24][N:23]([CH2:2][CH2:3][CH2:4][C:5]4[S:6][C:7]5[C:13]([O:14][CH3:15])=[C:12]([O:16][CH3:17])[C:11]([O:18][CH3:19])=[CH:10][C:8]=5[N:9]=4)[CH2:22][CH2:21]3)=[N:9][C:8]=2[CH:10]=1. Procedure details: 2-(3-Bromopropyl)-5,6,7-trimethoxybenzothiazole (444 mg) and homopiperazine (64 mg) were reacted in the same manner as in Example 1 to obtain the title compound as a free base. Yields the product Cc1cccc(C(=O)NC2(C(=O)Nc3nnn[nH]3)Cc3ccccc3C2)c1OC1CCC1. The reactants are CCN=C=NCCCN(C)C, CO, CN(C)c1ccncc1, Cc1cccc(C(=O)NC2(C(=O)O)Cc3ccccc3C2)c1OC1CCC1, ClCCl, Cl, Nc1nnn[nH]1. Reaction SMILES: [CH3:35][N:36]([CH3:37])[CH2:38][CH2:39][CH2:40][N:41]=[C:42]=[N:43][CH2:44][CH3:45].[CH3:46][OH:47].[CH3:48][N:49]([CH3:50])[c:51]1[cH:52][cH:53][n:54][cH:55][cH:56]1.[CH:1]1([O:5][c:6]2[c:7]([C:8](=[O:9])[NH:10][C:11]3([C:20](=[O:21])[OH:22])[CH2:12][c:13]4[cH:14][cH:15][cH:16][cH:17][c:18]4[CH2:19]3)[cH:23][cH:24][cH:25][c:26]2[CH3:27])[CH2:2][CH2:3][CH2:4]1.[Cl:57][CH2:58][Cl:59].[ClH:34].[NH2:28][c:29]1[n:30][n:31][n:32][nH:33]1>>[CH:1]1([O:5][c:6]2[c:7]([C:8](=[O:9])[NH:10][C:11]3([C:20](=[O:21])[NH:28][c:29]4[nH:30][n:31][n:32][n:33]4)[CH2:12][c:13]4[cH:14][cH:15][cH:16][cH:17][c:18]4[CH2:19]3)[cH:23][cH:24][cH:25][c:26]2[CH3:27])[CH2:2][CH2:3][CH2:4]1. Starting materials: [N+](=O)([O-])C=1C=C(C(=O)Cl)C=C(C1)[N+](=O)[O-] (3,5-dinitrobenzoyl chloride), C(CCCCC)O (hexyl alcohol). Yields the product C(CCCCC)OC(C1=CC(=CC(=C1)[N+](=O)[O-])[N+](=O)[O-])=O (n-hexyl-3,5-dinitrobenzoate). Yield: 85.0%. Reaction SMILES: [N+:1]([C:4]1[CH:5]=[C:6]([CH:10]=[C:11]([N+:13]([O-:15])=[O:14])[CH:12]=1)[C:7](Cl)=[O:8])([O-:3])=[O:2].[CH2:16]([OH:22])[CH2:17][CH2:18][CH2:19][CH2:20][CH3:21]>>[CH2:16]([O:22][C:7](=[O:8])[C:6]1[CH:5]=[C:4]([N+:1]([O-:3])=[O:2])[CH:12]=[C:11]([N+:13]([O-:15])=[O:14])[CH:10]=1)[CH2:17][CH2:18][CH2:19][CH2:20][CH3:21]. Reported procedure: Using 3,5-dinitrobenzoyl chloride (74.3 g, 322.5 mmol) and hexyl alcohol (33.0 g, 323.6 mmol), n-hexyl-3,5-dinitrobenzoate was obtained (81.1 g, yield: 85%) in the same manner as in Example 1. The reactants are C(C)(C)(C)OC(=O)N1[C@@H](CC(C1)=NOCC1=CC=C(C=C1)OC)C(=O)O ((2S,4EZ)-1-(tert-butoxycarbonyl)-4-{[(4-methoxybenzyl)oxy]imino}-2-pyrrolidinecarboxylic acid), C1(=CC=CC=C1)C(C(=O)Cl)C1=CC=CC=C1 (diphenylacetyl chloride), S1C(=CC=C1)CN (2-thienylmethylamine). The product is C1(=CC=CC=C1)C(C(=O)N1[C@@H](CC(C1)=NOCC1=CC=C(C=C1)OC)C(=O)NCC=1SC=CC1)C1=CC=CC=C1 ((2S,4EZ)-1-(diphenylacetyl)-4-{[(4-methoxybenzyl)oxy]imino}-N-(2-thienylmethyl)-2-pyrrolidinecarboxamide). RXN SMILES: C(O[C:6]([N:8]1[CH2:12][C:11](=[N:13][O:14][CH2:15][C:16]2[CH:21]=[CH:20][C:19]([O:22][CH3:23])=[CH:18][CH:17]=2)[CH2:10][C@H:9]1[C:24]([OH:26])=O)=[O:7])(C)(C)C.[C:27]1([CH:33]([C:37]2[CH:42]=[CH:41][CH:40]=[CH:39][CH:38]=2)C(Cl)=O)[CH:32]=[CH:31][CH:30]=[CH:29][CH:28]=1.[S:43]1[CH:47]=[CH:46][CH:45]=[C:44]1[CH2:48][NH2:49]>>[C:37]1([CH:33]([C:27]2[CH:28]=[CH:29][CH:30]=[CH:31][CH:32]=2)[C:6]([N:8]2[CH2:12][C:11](=[N:13][O:14][CH2:15][C:16]3[CH:17]=[CH:18][C:19]([O:22][CH3:23])=[CH:20][CH:21]=3)[CH2:10][C@H:9]2[C:24]([NH:49][CH2:48][C:44]2[S:43][CH:47]=[CH:46][CH:45]=2)=[O:26])=[O:7])[CH:38]=[CH:39][CH:40]=[CH:41][CH:42]=1. Procedure: Following the general method as outlined in Example 22, starting from (2S,4EZ)-1-(tert-butoxycarbonyl)-4-{[(4-methoxybenzyl)oxy]imino}-2-pyrrolidinecarboxylic acid, diphenylacetyl chloride, and 2-thienylmethylamine the title compound was obtained in 63% purity by LC/MS. MS(ESI+): m/z=554.4.